From a dataset of the Open Reaction Database (ORD), a public repository of structured organic reaction records. describe an organic reaction: reactants, conditions, products, and yield Starting materials: ClC=1C=CC2=C(C(=NCC(=N2)NN=C(CCCN(C)C)C(=O)O)C2=C(C=CC=C2)Cl)C1 (7-chloro-2-[[1-carboxy-4-(dimethylamino)butylidene]hydrazino]-5-(o-chlorophenyl)-3H-1,4-benzodiazepine), [N+](=[N-])=C (diazomethane). Yields the product ClC=1C=CC2=C(C(=NCC(=N2)NN=C(CCCN(C)C)C(=O)OC)C2=CC=CC=C2)C1 (7-chloro-2-[[1-(methoxycarbonyl)-4-(dimethylamino)butylidene]hydrazino]-5-phenyl-3H-1,4-benzodiazepine). RXN SMILES: [Cl:1][C:2]1[CH:3]=[CH:4][C:5]2[N:11]=[C:10]([NH:12][N:13]=[C:14]([C:21]([OH:23])=[O:22])[CH2:15][CH2:16][CH2:17][N:18]([CH3:20])[CH3:19])[CH2:9][N:8]=[C:7]([C:24]3[CH:29]=[CH:28][CH:27]=[CH:26][C:25]=3Cl)[C:6]=2[CH:31]=1.[N+](=[CH2:34])=[N-]>>[Cl:1][C:2]1[CH:3]=[CH:4][C:5]2[N:11]=[C:10]([NH:12][N:13]=[C:14]([C:21]([O:23][CH3:34])=[O:22])[CH2:15][CH2:16][CH2:17][N:18]([CH3:20])[CH3:19])[CH2:9][N:8]=[C:7]([C:24]3[CH:29]=[CH:28][CH:27]=[CH:26][CH:25]=3)[C:6]=2[CH:31]=1. Procedure details: In the manner given in Example 14, 7-chloro-2-[[1-carboxy-4-(dimethylamino)butylidene]hydrazino]-5-(o-chlorophenyl)-3H-1,4-benzodiazepine can be treated with ethereal diazomethane to give 7-chloro-2-[[1-(methoxycarbonyl)-4-(dimethylamino)butylidene]hydrazino]-5-phenyl-3H-1,4-benzodiazepine. The reactants are CI, CC(C)(C)OC(=O)NC1CCC(C(=O)O)CC1, [H-], [Na+], CN(C)C=O. Product: CN(C(=O)OC(C)(C)C)C1CCC(C(=O)O)CC1. As a reaction SMILES: [CH3:20][I:21].[CH3:3][C:4]([CH3:5])([CH3:6])[O:7][C:8](=[O:9])[NH:10][CH:11]1[CH2:12][CH2:13][CH:14]([C:17](=[O:18])[OH:19])[CH2:15][CH2:16]1.[H-:2].[Na+:1].[O:22]=[CH:23][N:24]([CH3:25])[CH3:26]>>[CH3:3][C:4]([CH3:5])([CH3:6])[O:7][C:8](=[O:9])[N:10]([CH:11]1[CH2:12][CH2:13][CH:14]([C:17](=[O:18])[OH:19])[CH2:15][CH2:16]1)[CH3:20]. The reactants are N (ammonia), CO (MeOH), CCN(C(C)C)C(C)C (DIEA), C(C)(=O)NC=1SC(=C(N1)C)C1=CC=C(S1)S(=O)(=O)Cl (5-[2-(acetylamino)-4-methyl-1,3-thiazol-5-yl]thiophene-2-sulfonyl chloride). Solvent: C(Cl)Cl (DCM). Reaction conditions: time 1 hour. Product: NS(=O)(=O)C1=CC=C(S1)C1=C(N=C(S1)NC(C)=O)C (N-[5-[5-(aminosulfonyl)-2-thienyl]-4-methyl-1,3-thiazol-2-yl]acetamide). RXN SMILES: [C:1]([NH:4][C:5]1[S:6][C:7]([C:11]2[S:15][C:14]([S:16](Cl)(=[O:18])=[O:17])=[CH:13][CH:12]=2)=[C:8]([CH3:10])[N:9]=1)(=[O:3])[CH3:2].N.CO.CC[N:25](C(C)C)C(C)C>C(Cl)Cl>[NH2:25][S:16]([C:14]1[S:15][C:11]([C:7]2[S:6][C:5]([NH:4][C:1](=[O:3])[CH3:2])=[N:9][C:8]=2[CH3:10])=[CH:12][CH:13]=1)(=[O:18])=[O:17]. Reported procedure: 5-[2-(acetylamino)-4-methyl-1,3-thiazol-5-yl]thiophene-2-sulfonyl chloride, prepared as in Step 1 of Example 9 (200 mg; 0.59 mmol; 1 eq.), is dissolved in DCM (10 ml). A solution of ammonia in MeOH (0.59 ml; 2 M; 1.19 mmol; 2 eq.) and DIEA (460.4 mg; 3.56 mmol; 6 eq.) are added. After one hour, the solvents are evaporated. The crude product is purified by preparative HPLC, affording Compound (17) as white-off solid (36 mg; 17%). 1H NMR (DMSO-d6) δ 2.14 (s, 3H), 2.42 (s, 3H), 7.16 (d, J=4.5 Hz, 1... Yields the product CC1=CC2=CC=C(C=C2C=C1)C1=CC=2C(CCC(C2C=C1)(C)C)(C)C (2-methyl-6-(5,6,7,8-tetrahydro-5,5,8,8-tetramethyl-2-naphthyl)naphthalene). The yield is 72.5%. Starting materials: ( b ), CC1=CC2=CC=C(C=C2C=C1)Br (2-methyl-6-bromonaphthalene), CC1(C=2C=CC(=CC2C(CC1)(C)C)Br)C (5,6,7,8-tetrahydro-5,5,8,8-tetramethyl-2-bromonaphthalene). Reaction SMILES: [CH3:1][C:2]1[CH:11]=[CH:10][C:9]2[C:4](=[CH:5][CH:6]=[C:7](Br)[CH:8]=2)[CH:3]=1.[CH3:13][C:14]1([CH3:27])[CH2:23][CH2:22][C:21]([CH3:25])([CH3:24])[C:20]2[CH:19]=[C:18](Br)[CH:17]=[CH:16][C:15]1=2>>[CH3:1][C:2]1[CH:11]=[CH:10][C:9]2[C:4](=[CH:5][CH:6]=[C:7]([C:18]3[CH:17]=[CH:16][C:15]4[C:14]([CH3:27])([CH3:13])[CH2:23][CH2:22][C:21]([CH3:25])([CH3:24])[C:20]=4[CH:19]=3)[CH:8]=2)[CH:3]=1. Reported procedure: In accordance with the same procedures as in Example 1, part (b), starting with 2-methyl-6-bromonaphthalene (2.21 g, 10 mmoles) and 5,6,7,8-tetrahydro-5,5,8,8-tetramethyl-2-bromonaphthalene (3.20 g, 12 mmoles), there is obtained after column chromatography (9 hexane, 1 dichloromethane) 2-methyl-6-(5,6,7,8-tetrahydro-5,5,8,8-tetramethyl-2-naphthyl)naphthalene (2.38 g, 72%) having a melting point of 173°-175° C.